Dataset: the Open Reaction Database (ORD), a public repository of structured organic reaction records. Task: describe an organic reaction: reactants, conditions, products, and yield The reactants are C(#N)C1=CC=C(OCCCN2C(C(N(CC2)C(CC(=O)OCC)C=2C=NC=CC2)=O)=O)C=C1 (ethyl 3-[4-[3-(4-cyanophenoxy)propyl]-2,3-dioxopiperazin-1-yl]-3-(pyridin-3-yl)propionate), [OH-].[Na+] (sodium hydroxide). Run in Cl (hydrochloric acid). Conditions: temperature 50 celsius, time 1.5 hour. Product: C(#N)C1=CC=C(OCCCN2C(C(N(CC2)C(CC(=O)O)C=2C=NC=CC2)=O)=O)C=C1 (3-[4-[3-(4-cyanophenoxy)-propyl]-2,3-dioxopiperazin-1-yl]-3-(pyridin-3-yl)-propionic acid). Yield: 70.1%. As a reaction SMILES: [C:1]([C:3]1[CH:33]=[CH:32][C:6]([O:7][CH2:8][CH2:9][CH2:10][N:11]2[CH2:16][CH2:15][N:14]([CH:17]([C:24]3[CH:25]=[N:26][CH:27]=[CH:28][CH:29]=3)[CH2:18][C:19]([O:21]CC)=[O:20])[C:13](=[O:30])[C:12]2=[O:31])=[CH:5][CH:4]=1)#[N:2].[OH-].[Na+]>Cl>[C:1]([C:3]1[CH:4]=[CH:5][C:6]([O:7][CH2:8][CH2:9][CH2:10][N:11]2[CH2:16][CH2:15][N:14]([CH:17]([C:24]3[CH:25]=[N:26][CH:27]=[CH:28][CH:29]=3)[CH2:18][C:19]([OH:21])=[O:20])[C:13](=[O:30])[C:12]2=[O:31])=[CH:32][CH:33]=1)#[N:2] |f:1.2|. Procedure details: In 70 ml of 6N hydrochloric acid was dissolved 7.0 g of ethyl 3-[4-[3-(4-cyanophenoxy)propyl]-2,3-dioxopiperazin-1-yl]-3-(pyridin-3-yl)propionate, and the solution was stirred at 50° C. for 1.5 hours and then cooled to room temperature. The reaction solution was adjusted to pH 4.0 with a 15% aqueous sodium hydroxide solution and the crystals precipitated were collected by filtration to obtain 4.6 g of 3-[4-[3-(4-cyanophenoxy)-propyl]-2,3-dioxopiperazin-1-yl]-3-(pyridin-3-yl)-propionic acid as co... Reactants: C[Al](C)C (Trimethylaluminium), ClC=1C=CC(=NC1)N (5-chloropyridin-2-amine), [Si](C)(C)(C(C)(C)C)OC1CN(C1)C[C@@H](C(=O)OC)O ((S)-methyl 3-(3-(tert-butyldimethylsilyloxy)azetidin-1-yl)-2-hydroxypropanoate). Run in C1(=CC=CC=C1)C (toluene), C1(=CC=CC=C1)C (toluene). Run at temperature 0 celsius, time 10 minute. Yields the product [Si](C)(C)(C(C)(C)C)OC1CN(C1)C[C@@H](C(=O)NC1=NC=C(C=C1)Cl)O ((2S)-3-[3-(tert-butyl-dimethylsilyl)oxyazetidin-1-yl]-N-(5-chloropyridin-2-yl)-2-hydroxypropanamide). Isolated yield 64.8%. Reaction SMILES: C[Al](C)C.[Cl:5][C:6]1[CH:7]=[CH:8][C:9]([NH2:12])=[N:10][CH:11]=1.[Si:13]([O:20][CH:21]1[CH2:24][N:23]([CH2:25][C@H:26]([OH:31])[C:27](OC)=[O:28])[CH2:22]1)([C:16]([CH3:19])([CH3:18])[CH3:17])([CH3:15])[CH3:14]>C1(C)C=CC=CC=1>[Si:13]([O:20][CH:21]1[CH2:24][N:23]([CH2:25][C@H:26]([OH:31])[C:27]([NH:12][C:9]2[CH:8]=[CH:7][C:6]([Cl:5])=[CH:11][N:10]=2)=[O:28])[CH2:22]1)([C:16]([CH3:19])([CH3:18])[CH3:17])([CH3:15])[CH3:14]. Reported procedure: Trimethylaluminium (5.75 mL, 11.50 mmol) was added to 5-chloropyridin-2-amine (1.285 g, 10.00 mmol) in toluene (50 mL) cooled to 0° C. under nitrogen. The resulting solution was stirred at 0° C. for 10 minutes, (S)-methyl 3-(3-(tert-butyldimethylsilyloxy)azetidin-1-yl)-2-hydroxypropanoate (Intermediate AD3) (2.894 g, 10.00 mmol) in toluene (20 mL) was added, the reaction allowed to warm to room temperature and then heated at 80° C. for 4 hours. The reaction mixture was cooled, concentrated in va... The reactants are CCC(C)(CC)N=C=NC, COC(CCn1ncc2ccc(N)cc21)OC, CN1CCOCC1, CCOCC, Cl, O=C(O)Cc1ccc(Oc2ccccc2)cc1, CN(C)C=O, O, On1nnc2ccccc21. The product is COC(CCn1ncc2ccc(NC(=O)Cc3ccc(Oc4ccccc4)cc3)cc21)OC. RXN SMILES: [CH2:53]([C:54]([CH3:55])([N:56]=[C:57]=[N:58][CH3:59])[CH2:60][CH3:61])[CH3:62].[CH3:1][O:2][CH:3]([CH2:4][CH2:5][n:6]1[n:7][cH:8][c:9]2[cH:10][cH:11][c:12]([NH2:15])[cH:13][c:14]12)[O:16][CH3:17].[CH3:35][N:36]1[CH2:37][CH2:38][O:39][CH2:40][CH2:41]1.[CH3:68][CH2:69][O:70][CH2:71][CH3:72].[ClH:52].[O:18]([c:19]1[cH:20][cH:21][cH:22][cH:23][cH:24]1)[c:25]1[cH:26][cH:27][c:28]([CH2:31][C:32](=[O:33])[OH:34])[cH:29][cH:30]1.[O:63]=[CH:64][N:65]([CH3:66])[CH3:67].[OH2:73].[OH:42][n:43]1[c:44]2[c:45]([cH:46][cH:47][cH:48][cH:49]2)[n:50][n:51]1>>[CH3:1][O:2][CH:3]([CH2:4][CH2:5][n:6]1[n:7][cH:8][c:9]2[cH:10][cH:11][c:12]([NH:15][C:32]([CH2:31][c:28]3[cH:27][cH:26][c:25]([O:18][c:19]4[cH:20][cH:21][cH:22][cH:23][cH:24]4)[cH:30][cH:29]3)=[O:33])[cH:13][c:14]12)[O:16][CH3:17].